The task is: describe an organic reaction: reactants, conditions, products, and yield. This data is from the Open Reaction Database (ORD), a public repository of structured organic reaction records. Reactants: ClC=1C(=CN2C(C(=CC(=C2C1C)C1CC1)C(=O)OCC)=O)F (ethyl 8-chloro-1-cyclopropyl-7-fluoro-9-methyl-4-oxo-4H-quinolizine-3-carboxylate), CC1(OB(OC1(C)C)C=1C=CC(=NC1)N)C (5-(4,4,5,5-tetramethyl-1,3,2-dioxaborolan-2-yl)pyridin-2-amine). Product: NC1=CC=C(C=N1)C=1C(=CN2C(C(=CC(=C2C1C)C1CC1)C(=O)OCC)=O)F (Ethyl 8-(6-aminopyridin-3-yl)-1-cyclopropyl-7-fluoro-9-methyl-4-oxo-4H-quinolizine-3-carboxylate), NC1=CC=C(C=N1)C=1C(=CN2C(C(=CC(=C2C1C)C1CC1)C(=O)OC)=O)F (methyl 8-(6-aminopyridin-3-yl)-1-cyclopropyl-7-fluoro-9-methyl-4-oxo-4H-quinolizine-3-carboxylate). As a reaction SMILES: Cl[C:2]1[C:3]([F:22])=[CH:4][N:5]2[C:10]([C:11]=1[CH3:12])=[C:9]([CH:13]1[CH2:15][CH2:14]1)[CH:8]=[C:7]([C:16]([O:18][CH2:19][CH3:20])=[O:17])[C:6]2=[O:21].CC1(C)C(C)(C)OB([C:31]2[CH:32]=[CH:33][C:34]([NH2:37])=[N:35][CH:36]=2)O1>>[NH2:37][C:34]1[N:35]=[CH:36][C:31]([C:2]2[C:3]([F:22])=[CH:4][N:5]3[C:10]([C:11]=2[CH3:12])=[C:9]([CH:13]2[CH2:15][CH2:14]2)[CH:8]=[C:7]([C:16]([O:18][CH2:19][CH3:20])=[O:17])[C:6]3=[O:21])=[CH:32][CH:33]=1.[NH2:37][C:34]1[N:35]=[CH:36][C:31]([C:2]2[C:3]([F:22])=[CH:4][N:5]3[C:10]([C:11]=2[CH3:12])=[C:9]([CH:13]2[CH2:15][CH2:14]2)[CH:8]=[C:7]([C:16]([O:18][CH3:19])=[O:17])[C:6]3=[O:21])=[CH:32][CH:33]=1. Procedure: Ethyl 8-(6-aminopyridin-3-yl)-1-cyclopropyl-7-fluoro-9-methyl-4-oxo-4H-quinolizine-3-carboxylate was prepared according to General Procedure A from ethyl 8-chloro-1-cyclopropyl-7-fluoro-9-methyl-4-oxo-4H-quinolizine-3-carboxylate (100 mg, 0.34 mmol) and 5-(4,4,5,5-tetramethyl-1,3,2-dioxaborolan-2-yl)pyridin-2-amine (93.7 mg, 0.43 mmol). Purification by flash silica column chromatography (DCM:MeOH) (1:0 to 9:1) afforded quantitatively the title compound as a yellow solid. Reactants: ClC=1C=C2C(=NC1C1=CC(=C(C=C1)F)C#N)N=C(N2)O[C@@H]2CC[C@H](CC2)C(=O)OCC (ethyl trans-4-{[6-chloro-5-(3-cyano-4-fluorophenyl)-1H-imidazo[4,5-b]pyridin-2-yl]oxy}cyclohexanecarboxylate), C([O-])([O-])=O.[Cs+].[Cs+] (cesium carbonate), CC1(CNC1)O (3-methylazetidin-3-ol), [Li+].[OH-] (LiOH). Run in CS(=O)C (DMSO). Run at temperature 90 celsius, time 8 hour. Product: ClC=1C=C2C(=NC1C1=CC(=C(C=C1)OC1(CNC1)CC)C#N)N=C(N2)O[C@@H]2CC[C@H](CC2)C(=O)O (Trans-4-[(6-chloro-5-{3-cyano-4-[(3-ethylazetidin-3-yl)oxy]phenyl}-1H-imidazo[4,5-b]pyridin-2-yl)oxy]cyclohexanecarboxylic acid). Reaction SMILES: [Cl:1][C:2]1[CH:3]=[C:4]2[NH:19][C:18]([O:20][C@H:21]3[CH2:26][CH2:25][C@H:24]([C:27]([O:29]CC)=[O:28])[CH2:23][CH2:22]3)=[N:17][C:5]2=[N:6][C:7]=1[C:8]1[CH:13]=[CH:12][C:11](F)=[C:10]([C:15]#[N:16])[CH:9]=1.[C:32](=O)([O-])[O-].[Cs+].[Cs+].[CH3:38][C:39]1([OH:43])[CH2:42][NH:41][CH2:40]1.[Li+].[OH-]>CS(C)=O>[Cl:1][C:2]1[CH:3]=[C:4]2[NH:19][C:18]([O:20][C@H:21]3[CH2:22][CH2:23][C@H:24]([C:27]([OH:29])=[O:28])[CH2:25][CH2:26]3)=[N:17][C:5]2=[N:6][C:7]=1[C:8]1[CH:13]=[CH:12][C:11]([O:43][C:39]2([CH2:38][CH3:32])[CH2:42][NH:41][CH2:40]2)=[C:10]([C:15]#[N:16])[CH:9]=1 |f:1.2.3,5.6|. Procedure details: To a solution of ethyl trans-4-{[6-chloro-5-(3-cyano-4-fluorophenyl)-1H-imidazo[4,5-b]pyridin-2-yl]oxy}cyclohexanecarboxylate (30 mg, 0.075 mmol) in DMSO (400 μL) was added cesium carbonate (48.9 mg, 0.150 mmol) and 3-methylazetidin-3-ol (2.55 mg, 0.150 mmol). The reaction was heated to 90° C. over 4 h. The reaction was cooled, then quenched with citric acid, and extracted with EtOAc. LiOH (100 μL, 0.200 mmol) was added and the reaction was stirred overnight. The reaction was then quenched with ... The reactants are COC1=CC(=CC=C1)N (m-anisidine), O=C(C)C=C(C)C (mesityl oxide), Br (hydrobromic acid). The solvent is C(C)(=O)O (acetic acid). Run at time 18 hour. Yields the product CC1(NC2=CC(=CC=C2C(=C1)C)OC)C (2,2,4-trimethyl-7-methoxy-1,2-dihydroquinoline). The yield is 39.0%. As a reaction SMILES: [CH3:1][O:2][C:3]1[CH:8]=[CH:7][CH:6]=[C:5]([NH2:9])[CH:4]=1.O=[C:11]([CH:13]=[C:14]([CH3:16])[CH3:15])[CH3:12].Br>C(O)(=O)C>[CH3:15][C:14]1([CH3:16])[CH:13]=[C:11]([CH3:12])[C:6]2[C:5](=[CH:4][C:3]([O:2][CH3:1])=[CH:8][CH:7]=2)[NH:9]1. Procedure details: 273 g (2.2 mol) m-anisidine and subsequently 221 g (2.2 mol) mesityl oxide were added dropwise at 15-20° C. to 25 ml glacial acetic acid. Then the solution was stirred for ca. 18 hours at room temperature. Subsequently 500 ml hydrobromic acid was added dropwise at 20-30° C. After stirring for 1 h at room temperature the precipitate was filtered. The precipitate which was still wet, was suspended in ca. 1 l acetone, filtered and dried. 200 g 2,2,4-trimethyl-7-methoxy-1,2-dihydro-quinoline hydrobr... Reactants: [O-]CC.[Na+] (sodium ethoxide), [NH4+].[Cl-] (NH4Cl), SCCC(=O)OCC (Ethyl 3-mercaptopropionate), BrC(C(=O)OCC)C(C)C (ethyl 2-bromoisovalerate), Cl (HCl). The solvent is C(C)O (ethanol), C(C)O (ethanol), C(C)O (ethanol). Reaction conditions: temperature -20 celsius, time 2 hour. The product is CC(C)C1SCCC1O (2(R,S)-(methylethyl)-3(R,S)-hydroxytetrahydrothiophene). Reaction SMILES: [SH:1][CH2:2][CH2:3][C:4]([O:6]CC)=O.[O-]CC.[Na+].Br[CH:14]([CH:20]([CH3:22])[CH3:21])C(OCC)=O.[NH4+].[Cl-].Cl>C(O)C>[CH3:14][CH:20]([CH:22]1[CH:4]([OH:6])[CH2:3][CH2:2][S:1]1)[CH3:21] |f:1.2,4.5|. Reported procedure: Ethyl 3-mercaptopropionate (22.46 g) was dissolved in absolute ethanol (60 mL) and the solution was cooled to -20° C. To it was added sodium ethoxide solution in ethanol (62.5 mL of 21%). A solution of ethyl 2-bromoisovalerate (35 g) in absolute ethanol (60 mL) was added slowly. The reaction mixture was stirred for 2 hours while the reaction temperature was allowed to warm to room temperature. Saturated NH4Cl (150 mL) was added to the reaction mixture and organic layer was separated. The aqueous... Starting materials: CC(C)(C)OC(=O)CBr, [H-], O=[N+]([O-])c1ccc(N2CCC(O)C2)nc1, [Na+]. Yields the product CC(C)(C)OC(=O)COC1CCN(c2ccc([N+](=O)[O-])cn2)C1. As a reaction SMILES: [Br:18][CH2:19][C:20](=[O:21])[O:22][C:23]([CH3:24])([CH3:25])[CH3:26].[H-:17].[N+:1](=[O:2])([O-:3])[c:4]1[cH:5][cH:6][c:7]([N:10]2[CH2:11][CH:12]([OH:15])[CH2:13][CH2:14]2)[n:8][cH:9]1.[Na+:16]>>[N+:1](=[O:2])([O-:3])[c:4]1[cH:5][cH:6][c:7]([N:10]2[CH2:11][CH:12]([O:15][CH2:19][C:20](=[O:21])[O:22][C:23]([CH3:24])([CH3:25])[CH3:26])[CH2:13][CH2:14]2)[n:8][cH:9]1. Reactants: ClC1=CC=C(C=C1)C1(N=C(N(C1(C)C1=CC=C(C=C1)Cl)C(=O)Cl)C1=C(C=C(C=C1)C(C)(C)OC)OCC)C (4,5-bis-(4-chloro-phenyl)-2-[2-ethoxy-4-(1-methoxy-1-methyl-ethyl)-phenyl]-4,5-dimethyl-4,5-dihydro-imidazole-1-carbonyl chloride), Cl.Cl.CS(=O)(=O)CCCN1CCNCC1 (1-(3-methanesulfonyl-propyl)-piperazine dihydrochloride). The product is ClC1=CC=C(C=C1)C1(N=C(N(C1(C)C1=CC=C(C=C1)Cl)C(=O)N1CCN(CC1)CCCS(=O)(=O)C)C1=C(C=C(C=C1)C(C)(C)OC)OCC)C ({rac-(4S*,5R*)-4,5-Bis-(4-chloro-phenyl)-2-[2-ethoxy-4-(1-methoxy-1-methyl-ethyl)-phenyl]-4,5-dimethyl-4,5-dihydro-imidazol-1-yl}-[4-(3-methanesulfonyl-propyl)-piperazin-1-yl]-methanone). RXN SMILES: [Cl:1][C:2]1[CH:7]=[CH:6][C:5]([C:8]2([CH3:38])[C:12]([C:14]3[CH:19]=[CH:18][C:17]([Cl:20])=[CH:16][CH:15]=3)([CH3:13])[N:11]([C:21](Cl)=[O:22])[C:10]([C:24]3[CH:29]=[CH:28][C:27]([C:30]([O:33][CH3:34])([CH3:32])[CH3:31])=[CH:26][C:25]=3[O:35][CH2:36][CH3:37])=[N:9]2)=[CH:4][CH:3]=1.Cl.Cl.[CH3:41][S:42]([CH2:45][CH2:46][CH2:47][N:48]1[CH2:53][CH2:52][NH:51][CH2:50][CH2:49]1)(=[O:44])=[O:43]>>[Cl:1][C:2]1[CH:3]=[CH:4][C:5]([C:8]2([CH3:38])[C:12]([C:14]3[CH:19]=[CH:18][C:17]([Cl:20])=[CH:16][CH:15]=3)([CH3:13])[N:11]([C:21]([N:51]3[CH2:50][CH2:49][N:48]([CH2:47][CH2:46][CH2:45][S:42]([CH3:41])(=[O:43])=[O:44])[CH2:53][CH2:52]3)=[O:22])[C:10]([C:24]3[CH:29]=[CH:28][C:27]([C:30]([O:33][CH3:34])([CH3:31])[CH3:32])=[CH:26][C:25]=3[O:35][CH2:36][CH3:37])=[N:9]2)=[CH:6][CH:7]=1 |f:1.2.3|. Procedure: In a manner analogous to the method described in example 5, 4,5-bis-(4-chloro-phenyl)-2-[2-ethoxy-4-(1-methoxy-1-methyl-ethyl)-phenyl]-4,5-dimethyl-4,5-dihydro-imidazole-1-carbonyl chloride was reacted with 1-(3-methanesulfonyl-propyl)-piperazine dihydrochloride (prepared as described in Fotouhi, N. et al. WO 2005110996) to give the title compound as a racemic mixture. The enantiomers were then separated by supercritical fluid chromatography (Berger Instrument Multi-Gram II, Daicel ChiralPak OD-... The reactants are Cl.C(C)OC([C@@H](N)CC1=CC(=C(C=C1)OC)OC)=O (3-(3,4-Dimethoxyphenyl)-L-alanine ethyl ester hydrochloride), BrC=1C=C(C(=O)O)C=CN1 (2-bromoisonicotinic acid), O.ON1N=NC2=C1C=CC=C2 (1-hydroxybenzotriazole monohydrate), C1(CCCCC1)N=C=NC1CCCCC1 (1,3-dicyclohexylcarbodiimide). The solvent is C(Cl)Cl (methylene chloride), C(C)N(CC)CC (triethylamine). Conditions: time 4 hour. The product is C(C)OC([C@@H](NC(C1=CC(=NC=C1)Br)=O)CC1=CC(=C(C=C1)OC)OC)=O (N-(2-bromoisonicotinoyl)-3-(3,4-dimethoxyphenyl)-L-alanine ethyl ester). Isolated yield 93.9%. Reaction SMILES: Cl.[CH2:2]([O:4][C:5](=[O:19])[C@H:6]([CH2:8][C:9]1[CH:14]=[CH:13][C:12]([O:15][CH3:16])=[C:11]([O:17][CH3:18])[CH:10]=1)[NH2:7])[CH3:3].[Br:20][C:21]1[CH:22]=[C:23]([CH:27]=[CH:28][N:29]=1)[C:24](O)=[O:25].O.ON1C2C=CC=CC=2N=N1.C1(N=C=NC2CCCCC2)CCCCC1>C(Cl)Cl.C(N(CC)CC)C>[CH2:2]([O:4][C:5](=[O:19])[C@H:6]([CH2:8][C:9]1[CH:14]=[CH:13][C:12]([O:15][CH3:16])=[C:11]([O:17][CH3:18])[CH:10]=1)[NH:7][C:24](=[O:25])[C:23]1[CH:27]=[CH:28][N:29]=[C:21]([Br:20])[CH:22]=1)[CH3:3] |f:0.1,3.4|. Procedure: 3-(3,4-Dimethoxyphenyl)-L-alanine ethyl ester hydrochloride (66 g), triethylamine (33.3 ml), 2-bromoisonicotinic acid (50.6 g), 1-hydroxybenzotriazole monohydrate (38.4 g) and 1,3-dicyclohexylcarbodiimide (51.7 g) are added to methylene chloride (660 ml), and the mixture is stirred at room temperature for four hours. The reaction mixture is washed, dried, and concentrated. The residue is purified by silica gel chromatography (solvent; chloroform:acetone=10:1) to give N-(2-bromoisonicotinoyl)-3-(... The reactants are [Br-], COC(C)(C)C, C[Mg+], [Cl-], COc1cc(Cl)cc(C=O)c1OC, [NH4+]. Yields the product COc1cc(Cl)cc(C(C)O)c1OC. RXN SMILES: [Br-:14].[C:19]([O:20][CH3:21])([CH3:22])([CH3:23])[CH3:24].[CH3:15][Mg+:16].[Cl-:17].[Cl:1][c:2]1[cH:3][c:4]([O:12][CH3:13])[c:5]([O:10][CH3:11])[c:6]([CH:7]=[O:8])[cH:9]1.[NH4+:18]>>[Cl:1][c:2]1[cH:3][c:4]([O:12][CH3:13])[c:5]([O:10][CH3:11])[c:6]([CH:7]([OH:8])[CH3:15])[cH:9]1.